Dataset: the Open Reaction Database (ORD), a public repository of structured organic reaction records. Task: describe an organic reaction: reactants, conditions, products, and yield The reactants are CCNCc1ccccc1, COc1ccccc1N(CC(=O)O)S(=O)(=O)c1ncccc1C. Yields the product CCN(Cc1ccccc1)C(=O)CN(c1ccccc1OC)S(=O)(=O)c1ncccc1C. Reaction SMILES: [CH2:24]([c:25]1[cH:26][cH:27][cH:28][cH:29][cH:30]1)[NH:31][CH2:32][CH3:33].[CH3:1][O:2][c:3]1[c:4]([N:9]([S:10](=[O:11])(=[O:12])[c:13]2[n:14][cH:15][cH:16][cH:17][c:18]2[CH3:19])[CH2:20][C:21](=[O:22])[OH:23])[cH:5][cH:6][cH:7][cH:8]1>>[CH3:1][O:2][c:3]1[c:4]([N:9]([S:10](=[O:11])(=[O:12])[c:13]2[n:14][cH:15][cH:16][cH:17][c:18]2[CH3:19])[CH2:20][C:21](=[O:22])[N:31]([CH2:24][c:25]2[cH:26][cH:27][cH:28][cH:29][cH:30]2)[CH2:32][CH3:33])[cH:5][cH:6][cH:7][cH:8]1. Reaction conditions: time 40 minute. Reported procedure: To a solution of ethyl 5-nitro-1H-indole-2-carboxylate (9.8 g, 42.0 mmol) in methanol (300 mL) was added a solution of 2 M potassium hydroxide (31 mL, 63.0 mmol). The reaction mixture was heated at reflux for 2 h and then the hot solution was filtered, poured onto ice, and acidified. The resultant fine pale brown precipitate was collected by filtration and dried. The crude acid was dissolved in tetrahydrofuran (250 mL) and stirred with 1,1′-carbonyldiimidazole (10.2 g, 63.0 mmol) with gentle war... The product is [N+](=O)([O-])C=1C=C2C=C(NC2=CC1)CO ((5-Nitro-1H-indol-2-yl)methanol). Run in CO (methanol), O (Water). As a reaction SMILES: [N+:1]([C:4]1[CH:5]=[C:6]2[C:10](=[CH:11][CH:12]=1)[NH:9][C:8]([C:13](OCC)=[O:14])=[CH:7]2)([O-:3])=[O:2].[OH-].[K+].C(N1C=CN=C1)(N1C=CN=C1)=O.[BH4-].[Na+]>CO.O>[N+:1]([C:4]1[CH:5]=[C:6]2[C:10](=[CH:11][CH:12]=1)[NH:9][C:8]([CH2:13][OH:14])=[CH:7]2)([O-:3])=[O:2] |f:1.2,4.5|. Reactants: [N+](=O)([O-])C=1C=C2C=C(NC2=CC1)C(=O)OCC (ethyl 5-nitro-1H-indole-2-carboxylate), [OH-].[K+] (potassium hydroxide), [BH4-].[Na+] (sodium borohydride), C(=O)(N1C=NC=C1)N1C=NC=C1 (1,1′-carbonyldiimidazole). Starting materials: CC1CCCN1CCc1cc2cc(Br)ccc2o1, O=C([O-])[O-], Cc1ccccc1B(O)O, CCO, CO, CS(C)=O, [Na+], [Na+], c1ccccc1, c1ccc(P(c2ccccc2)(c2ccccc2)[Pd](P(c2ccccc2)(c2ccccc2)c2ccccc2)(P(c2ccccc2)(c2ccccc2)c2ccccc2)P(c2ccccc2)(c2ccccc2)c2ccccc2)cc1. Product: Cc1ccccc1-c1ccc2oc(CCN3CCCC3C)cc2c1. Reaction SMILES: [Br:1][c:2]1[cH:3][cH:4][c:5]2[c:6]([cH:7][c:8]([CH2:10][CH2:11][N:12]3[CH:13]([CH3:17])[CH2:14][CH2:15][CH2:16]3)[o:9]2)[cH:18]1.[C:29](=[O:30])([O-:31])[O-:32].[CH3:19][c:20]1[c:21]([B:26]([OH:27])[OH:28])[cH:22][cH:23][cH:24][cH:25]1.[CH3:41][CH2:42][OH:43].[CH3:44][OH:45].[CH3:46][S:47]([CH3:48])=[O:49].[Na+:33].[Na+:34].[cH:35]1[cH:36][cH:37][cH:38][cH:39][cH:40]1.[cH:50]1[cH:51][cH:52][c:53]([P:54]([Pd:55]([P:56]([c:57]2[cH:58][cH:59][cH:60][cH:61][cH:62]2)([c:63]2[cH:64][cH:65][cH:66][cH:67][cH:68]2)[c:69]2[cH:70][cH:71][cH:72][cH:73][cH:74]2)([P:75]([c:76]2[cH:77][cH:78][cH:79][cH:80][cH:81]2)([c:82]2[cH:83][cH:84][cH:85][cH:86][cH:87]2)[c:88]2[cH:89][cH:90][cH:91][cH:92][cH:93]2)[P:94]([c:95]2[cH:96][cH:97][cH:98][cH:99][cH:100]2)([c:101]2[cH:102][cH:103][cH:104][cH:105][cH:106]2)[c:107]2[cH:108][cH:109][cH:110][cH:111][cH:112]2)([c:113]2[cH:114][cH:115][cH:116][cH:117][cH:118]2)[c:119]2[cH:120][cH:121][cH:122][cH:123][cH:124]2)[cH:125][cH:126]1>>[c:2]1(-[c:21]2[c:20]([CH3:19])[cH:25][cH:24][cH:23][cH:22]2)[cH:3][cH:4][c:5]2[c:6]([cH:7][c:8]([CH2:10][CH2:11][N:12]3[CH:13]([CH3:17])[CH2:14][CH2:15][CH2:16]3)[o:9]2)[cH:18]1. Starting materials: Cc1nc(-c2ccccc2)n2nc(S(C)(=O)=O)ncc12, CSc1ncc2c(C)nc(-c3ccccc3)n2n1, CCO, NC1CCCCC1. Yields the product Cc1nc(-c2ccccc2)n2nc(NC3CCCCC3)ncc12. As a reaction SMILES: [CH3:19][c:20]1[n:21][c:22](-[c:23]2[cH:24][cH:25][cH:26][cH:27][cH:28]2)[n:29]2[c:30]1[cH:31][n:32][c:33]([S:34]([CH3:35])(=[O:36])=[O:37])[n:38]2.[CH3:1][c:2]1[n:3][c:4](-[c:13]2[cH:14][cH:15][cH:16][cH:17][cH:18]2)[n:5]2[n:6][c:7]([S:11][CH3:12])[n:8][cH:9][c:10]12.[CH3:46][CH2:47][OH:48].[NH2:39][CH:40]1[CH2:41][CH2:42][CH2:43][CH2:44][CH2:45]1>>[CH3:1][c:2]1[n:3][c:4](-[c:13]2[cH:14][cH:15][cH:16][cH:17][cH:18]2)[n:5]2[n:6][c:7]([NH:39][CH:40]3[CH2:41][CH2:42][CH2:43][CH2:44][CH2:45]3)[n:8][cH:9][c:10]12. The reactants are bis-mesylate, PEG-400, IC1=CC=C(C=C1)O (4-iodophenol), C([O-])([O-])=O.[K+].[K+] (potassium carbonate), CO (CH3OH). Run in CN(C)C=O (DMF), CN(C)C=O (DMF), C(Cl)Cl (CH2Cl2). Run at time 16 hour. The product is IC1=CC=C(C=C1)OC1=CC=C(C=C1)I (bis-(4-iodophenyl) ether), polyethylene glycol-400. As a reaction SMILES: [I:1][C:2]1[CH:7]=[CH:6][C:5](O)=[CH:4][CH:3]=1.[C:9](=[O:12])([O-])[O-].[K+].[K+].CO>CN(C=O)C.C(Cl)Cl>[I:1][C:2]1[CH:7]=[CH:6][C:5]([O:12][C:9]2[CH:6]=[CH:7][C:2]([I:1])=[CH:3][CH:4]=2)=[CH:4][CH:3]=1 |f:1.2.3|. Reported procedure: The bis-mesylate of PEG-400 (15.3 g, 27.5 mmol) in dry DMF (110 ml) was reacted with 4-iodophenol (12.1 g, 55.0 mmol) and potassium carbonate (7.6 g, 55.0 mmol) at 77° C. under an atmosphere of N2. After stirring for 16 hrs, the reaction was allowed to cool, diluted with DMF, filtered through a pad of celite and evaporated in vacuo. The resulting residue was taken up with EtOAc (500 ml), washed with 1M aqueous sodium hydroxide (200 ml), water (200 ml) and brine (200 ml), dried (Na2SO4), filtered... Reactants: C(CCC)NC(NN)=S (4-n-Butylthiosemicarbazide), C(=O)OCC (ethyl formate), C[O-].[Na+] (sodium methoxide), C(=O)OCC (ethyl formate). The solvent is CO (methanol). Run at time 24 hour. Yields the product SC1=NN=CN1CCCC (3-mercapto-4-n-butyl-1,2,4-triazole). The yield is 55.0%. Reaction SMILES: [CH2:1]([NH:5][C:6](=[S:9])[NH:7][NH2:8])[CH2:2][CH2:3][CH3:4].C[O-].[Na+].[CH:13](OCC)=O>CO>[SH:9][C:6]1[N:5]([CH2:1][CH2:2][CH2:3][CH3:4])[CH:13]=[N:8][N:7]=1 |f:1.2|. Procedure details: 4-n-Butylthiosemicarbazide (20.0 g. or 0.136 mole) was heated to reflux with a solution of methanol (100 ml.), sodium methoxide (7.55 g. or 0.140 mole) and ethyl formate (20.7 g. or 0.280 mole). After 8 and 16 hours, 10 ml. and 5 ml. of ethyl formate was added to the refluxing solution. After 24 hours total reflux, the solvent was removed under reduced pressure and the residue was dissolved in water (100 ml.). The pH of the solution was adjusted to about 12 with 50% sodium hydroxide solution. Th... Starting materials: COCC=1C=CC(=C(C1)NC(OC(C)(C)C)=O)B1OC(C(O1)(C)C)(C)C (tert-butyl 5-(methoxymethyl)-2-(4,4,5,5-tetramethyl-1,3,2-dioxaborolan-2-yl)phenylcarbamate), BrC=1C(=NC=CC1)C#N (3-bromopicolino-nitrile), tetrakis(triphenyl-phosphine)palladium, C([O-])([O-])=O.[K+].[K+] (potassium carbonate). The solvent is CO (MeOH), C(Cl)Cl (DCM), O (water), C1(=CC=CC=C1)C (toluene). Conditions: temperature 100 celsius, time 8 hour. Yields the product COCC1=CC=2C(=C3C=CC=NC3=C(N2)N)C=C1 (8-(methoxymethyl)benzo[f][1,7]naphthyridin-5-amine). RXN SMILES: [CH3:1][O:2][CH2:3][C:4]1[CH:5]=[CH:6][C:7](B2OC(C)(C)C(C)(C)O2)=[C:8]([NH:10]C(=O)OC(C)(C)C)[CH:9]=1.Br[C:28]1[C:29]([C:34]#[N:35])=[N:30][CH:31]=[CH:32][CH:33]=1.C(=O)([O-])[O-].[K+].[K+]>C1(C)C=CC=CC=1.CO.C(Cl)Cl.O>[CH3:1][O:2][CH2:3][C:4]1[CH:5]=[CH:6][C:7]2=[C:28]3[C:29](=[C:34]([NH2:35])[N:10]=[C:8]2[CH:9]=1)[N:30]=[CH:31][CH:32]=[CH:33]3 |f:2.3.4|. Reported procedure: A solution of tert-butyl 5-(methoxymethyl)-2-(4,4,5,5-tetramethyl-1,3,2-dioxaborolan-2-yl)phenylcarbamate (from the previous step) (1.0 eq.) and 3-bromopicolino-nitrile (1.0 eq.) in toluene (0.44 M) was mixed with tetrakis(triphenyl-phosphine)palladium (5 mol %) and 2N aqueous potassium carbonate solution (2.0 eq.). The reaction was heated to 100° C. and stirred overnight. After cooling to ambient temperature, the reaction mixture was diluted with 2% MeOH in DCM and water. The two phases were se...